The task is: describe an organic reaction: reactants, conditions, products, and yield. This data is from the Open Reaction Database (ORD), a public repository of structured organic reaction records. The reactants are BrC=1C=CC(=NC1)C(F)(F)F (5-bromo-2-(trifluoromethyl)pyridine), C(C)(C)[Mg]Br (isopropyl magnesium bromide), O1CCC(C2=NC=CC=C21)=O (2H-pyrano[3,2-b]pyridin-4(3H)-one), [NH4+].[Cl-] (NH4Cl). Solvent: C1CCOC1 (THF), C1CCOC1 (THF). Conditions: time 1 hour. The product is FC(C1=CC=C(C=C1)C1(CCOC=2C1=NC=CC2)O)(F)F (4-(4-(trifluoromethyl)phenyl)-3,4-dihydro-2H-pyrano[3,2-b]pyridin-4-ol). Reaction SMILES: Br[C:2]1[CH:3]=[CH:4][C:5]([C:8]([F:11])([F:10])[F:9])=N[CH:7]=1.[CH:12]([Mg]Br)(C)C.[O:17]1[C:26]2[C:21](=[N:22][CH:23]=[CH:24][CH:25]=2)[C:20](=[O:27])[CH2:19][CH2:18]1.[NH4+].[Cl-]>C1COCC1>[F:9][C:8]([F:11])([F:10])[C:5]1[CH:4]=[CH:3][C:2]([C:20]2([OH:27])[C:21]3=[N:22][CH:23]=[CH:24][CH:25]=[C:26]3[O:17][CH2:18][CH2:19]2)=[CH:7][CH:12]=1 |f:3.4|. Reported procedure: To a 0° C. solution of 5-bromo-2-(trifluoromethyl)pyridine (0.604 g, 2.68 mmol) in THF (10 mL) was added isopropyl magnesium bromide (1 mL, 2.68 mmol) in a drop-wise fashion. The reaction mixture was stirred in a cooling bath for 1 h and was then treated with 2H-pyrano[3,2-b]pyridin-4(3H)-one (200 mg, 1.34 mmol) in THF (5 mL). After stirring for 1 h, saturated NH4Cl (50 mL) was added to the reaction mixture, and the aqueous solution was extracted with EtOAc (3×10 mL). The combined organic layers... The reactants are Cl, COc1cc2c(cc1OC)-c1cc(=Nc3c(C(C)C)cccc3C(C)C)n(CCN)c(=O)n1CC2, [Na+], N#CO[Na], [OH-], O. The product is COc1cc2c(cc1OC)-c1cc(=Nc3c(C(C)C)cccc3C(C)C)n(CCNC(N)=O)c(=O)n1CC2. Reaction SMILES: [ClH:43].[NH2:5][CH2:6][CH2:7][n:8]1[c:9](=[O:39])[n:10]2[c:11]([cH:24][c:25]1=[N:26][c:27]1[c:28]([CH:36]([CH3:37])[CH3:38])[cH:29][cH:30][cH:31][c:32]1[CH:33]([CH3:34])[CH3:35])-[c:12]1[cH:13][c:14]([O:22][CH3:23])[c:15]([O:20][CH3:21])[cH:16][c:17]1[CH2:18][CH2:19]2.[Na+:41].[Na:1][O:2][C:3]#[N:4].[OH-:40].[OH2:42]>>[O:2]=[C:3]([NH2:4])[NH:5][CH2:6][CH2:7][n:8]1[c:9](=[O:39])[n:10]2[c:11]([cH:24][c:25]1=[N:26][c:27]1[c:28]([CH:36]([CH3:37])[CH3:38])[cH:29][cH:30][cH:31][c:32]1[CH:33]([CH3:34])[CH3:35])-[c:12]1[cH:13][c:14]([O:22][CH3:23])[c:15]([O:20][CH3:21])[cH:16][c:17]1[CH2:18][CH2:19]2. Isolated yield 90.1%. The reactants are BrC(C(=O)O)C1=CC(=CC=C1)Cl (α-bromo-3-chlorophenylacetic acid), CC=1C=C(C=CC1C)O (3,4-dimethylphenol). Reported procedure: 3-Chlorophenylacetic acid (20.90 g, 122.51 mmol) and NBS (23.50 g, 132.03 mmol) were dissolved in carbon tetrachloride (300 mL), then BPO (300 mg) was added, the resulting reaction was heated to reflux under a sunlamp for 5 hours, then cooled to room temperature, filtered and concentrated to give the desired α-bromo-3-chlorophenylacetic acid. 1.40 g of this α-bromo-3-chlorophenylacetic acid was reacted with 3,4-dimethylphenol (686 mg) according to the General procedure C to give 1.47 g of the de... The product is ClC=1C=C(C=CC1)C(C(=O)O)OC1=CC(=C(C=C1)C)C ((3-Chlorophenyl)(3,4-dimethylphenoxy)acetic acid). Reaction SMILES: Br[CH:2]([C:6]1[CH:11]=[CH:10][CH:9]=[C:8]([Cl:12])[CH:7]=1)[C:3]([OH:5])=[O:4].[CH3:13][C:14]1[CH:15]=[C:16]([OH:21])[CH:17]=[CH:18][C:19]=1[CH3:20]>>[Cl:12][C:8]1[CH:7]=[C:6]([CH:2]([O:21][C:16]2[CH:17]=[CH:18][C:19]([CH3:20])=[C:14]([CH3:13])[CH:15]=2)[C:3]([OH:5])=[O:4])[CH:11]=[CH:10][CH:9]=1. Reactants: BrC1=C(C(C2=CC=C(C=C2)OC)O)C=CC=C1 (2-bromo-4'-methoxybenzhydrol), BrC1=C(C=O)C=CC(=C1)C (2-bromo-4-methylbenzaldehyde), C1(=CC=CC=C1)[Mg]Br (phenylmagnesium bromide). Yields the product BrC1=C(C(C2=CC=CC=C2)O)C=CC(=C1)C (2-bromo-4-methylbenzhydrol). RXN SMILES: [Br:1][C:2]1[CH:17]=[CH:16][CH:15]=[CH:14][C:3]=1[CH:4]([OH:13])[C:5]1[CH:10]=[CH:9][C:8](OC)=[CH:7][CH:6]=1.Br[C:19]1C=C(C)C=CC=1C=O.C1([Mg]Br)C=CC=CC=1>>[Br:1][C:2]1[CH:17]=[C:16]([CH3:19])[CH:15]=[CH:14][C:3]=1[CH:4]([OH:13])[C:5]1[CH:10]=[CH:9][CH:8]=[CH:7][CH:6]=1. Procedure: Friedel-Crafts acylation of m-bromoanisole with benzoyl chloride and p-fluorobenzoyl chloride provides 2-bromo-4-methoxybenzophenone, m.p. 83°-84°, and 2-bromo-4'-fluoro-4-methoxybenzophenone, m.p. 79°-81°, respectively, which are reduced with sodium borohydride to 2-bromo-4-methoxybenzhydrol, b.p. 160° (0.05 mm.), and 2-bromo-4'-fluoro-4-methoxybenzhydrol, a liquid. Acylation of benzene with 2-bromo-5-chlorobenzoyl chloride, 2-bromo-4,5-methylene dioxybenzoyl chloride, and 2-bromo-4,5-dimethoxy... Reactants: COC1=CC=CC(=N1)C(C(=O)O)(C)C (2-(6-methoxy-pyridin-2-yl)-2-methyl-propionic acid), C(C)(C)(C)C(C(=O)O)C(=O)O (mono-tert-butyl malonic acid). Product: C(C)(C)(C)OC(CC(C(C)(C)C1=NC(=CC=C1)OC)=O)=O (4-(6-Methoxy-pyridin-2-yl)-4-methyl-3-oxo-pentanoic acid tert-butyl ester). Reaction SMILES: [CH3:1][O:2][C:3]1[N:8]=[C:7]([C:9]([CH3:14])([CH3:13])[C:10]([OH:12])=O)[CH:6]=[CH:5][CH:4]=1.C([CH:19]([C:23]([OH:25])=[O:24])C(O)=O)(C)(C)C>>[C:9]([O:25][C:23](=[O:24])[CH2:19][C:10](=[O:12])[C:9]([C:7]1[CH:6]=[CH:5][CH:4]=[C:3]([O:2][CH3:1])[N:8]=1)([CH3:14])[CH3:13])([CH3:13])([CH3:10])[CH3:7]. Reported procedure: The title compound was synthesized from 2-(6-methoxy-pyridin-2-yl)-2-methyl-propionic acid and mono-tert-butyl malonic acid according to the method used for the synthesis of Compound PR4. The resultant was used for the next step without further purification. The reactants are N1=CC=C(C=C1)CC(=O)OCC (ethyl 2-(pyridin-4-yl)acetate), C(C)OC(N(C)C)OCC (1,1-diethoxy-N,N-dimethylmethanamine). Run in CN(C)C=O (DMF). Product: CN(C=C(C(=O)OCC)C1=CC=NC=C1)C (ethyl 3-(dimethylamino)-2-(pyridin-4-yl)acrylate). Yield: 100.0%. Reaction SMILES: [N:1]1[CH:6]=[CH:5][C:4]([CH2:7][C:8]([O:10][CH2:11][CH3:12])=[O:9])=[CH:3][CH:2]=1.C(O[CH:16](OCC)[N:17]([CH3:19])[CH3:18])C>CN(C=O)C>[CH3:16][N:17]([CH3:19])[CH:18]=[C:7]([C:4]1[CH:5]=[CH:6][N:1]=[CH:2][CH:3]=1)[C:8]([O:10][CH2:11][CH3:12])=[O:9]. Procedure details: Combined ethyl 2-(pyridin-4-yl)acetate (0.927 mL, 6.05 mmol) and 1,1-diethoxy-N,N-dimethylmethanamine (5.19 mL, 30.3 mmol) in DMF (3.03 mL) and heated to 100° C. for 6 hours. The reaction mixture was concentrated, diluted with 50 mL dichloromethane, and washed twice with 50 mL water. The organic layer was collected, dried over magnesium sulfate, filtered and concentrated to give a residue which was purified on a 60 g NH silica gel column eluted with hexanes and EtOAc to give the title compound (...